From a dataset of the Open Reaction Database (ORD), a public repository of structured organic reaction records. describe an organic reaction: reactants, conditions, products, and yield Starting materials: COC(CN=CC1=CC=C(C=C1)OC)=O ([(4-methoxy-benzylidene)-amino]-acetic acid methyl ester), [BH4-].[Na+] (sodium borohydride). Run in C1CCOC1 (THF), CO (MeOH). Run at temperature -5 celsius, time 30 minute. Yields the product COC(CNCC1=CC=C(C=C1)OC)=O ((4-methoxybenzylamino)-acetic acid methyl ester). RXN SMILES: [CH3:1][O:2][C:3](=[O:15])[CH2:4][N:5]=[CH:6][C:7]1[CH:12]=[CH:11][C:10]([O:13][CH3:14])=[CH:9][CH:8]=1.[BH4-].[Na+]>C1COCC1.CO>[CH3:1][O:2][C:3](=[O:15])[CH2:4][NH:5][CH2:6][C:7]1[CH:8]=[CH:9][C:10]([O:13][CH3:14])=[CH:11][CH:12]=1 |f:1.2|. Procedure: To a solution of 91.3 g (0.441 mol) of [(4-methoxy-benzylidene)-amino]-acetic acid methyl ester in 500 ml of THF and 1000 ml of MeOH, 20 g (0.529 mol) of sodium borohydride is added portionwise at −10 to 0° C. The reaction mixture is stirred for 30 min. at −10 to 0° C. and quenched with sat. NH4Cl. After adding of ice-water, the mixture is concentrated to ¼ of whole volume and extracted with AcOEt. The combined extracts are washed with H2O and brine, dried over MgSO4 and concentrated under reduc... Reactants: CCBr, Brc1ccccc1COC1CCCCO1, CCOC(=O)C(=O)OCC, [Mg], C1CCOC1, O. Yields the product CCOC(=O)C(=O)c1ccccc1COC1CCCCO1. RXN SMILES: [Br:2][CH2:3][CH3:4].[Br:5][c:6]1[c:7]([CH2:12][O:13][CH:14]2[O:15][CH2:16][CH2:17][CH2:18][CH2:19]2)[cH:8][cH:9][cH:10][cH:11]1.[C:20]([C:21](=[O:22])[O:23][CH2:24][CH3:25])(=[O:26])[O:27][CH2:28][CH3:29].[Mg:1].[O:30]1[CH2:31][CH2:32][CH2:33][CH2:34]1.[OH2:35]>>[c:6]1([C:20]([C:21](=[O:22])[O:23][CH2:24][CH3:25])=[O:26])[c:7]([CH2:12][O:13][CH:14]2[O:15][CH2:16][CH2:17][CH2:18][CH2:19]2)[cH:8][cH:9][cH:10][cH:11]1. Starting materials: [BH-](OC(=O)C)(OC(=O)C)OC(=O)C.[Na+] (Na(OAc)3BH), C(=O)(O)[O-].[Na+] (NaHCO3), N#N (N2), N1CCCC1 (pyrrolidine), O=C(CCCNC(OC(C)(C)C)=O)C (tert-butyl (4-oxopentyl)carbamate). Solvent: CC#N (CH3CN). The product is C(C)(C)(C)OC(=O)NCCCC(C)N1CCCC1 (N-tert-butoxycarbonyl-4-(pyrrolidin-1-yl)pentan-1-amine). RXN SMILES: N#N.[NH:3]1[CH2:7][CH2:6][CH2:5][CH2:4]1.O=[C:9]([CH3:21])[CH2:10][CH2:11][CH2:12][NH:13][C:14](=[O:20])[O:15][C:16]([CH3:19])([CH3:18])[CH3:17].[BH-](OC(C)=O)(OC(C)=O)OC(C)=O.[Na+].C([O-])(O)=O.[Na+]>CC#N>[C:16]([O:15][C:14]([NH:13][CH2:12][CH2:11][CH2:10][CH:9]([N:3]1[CH2:7][CH2:6][CH2:5][CH2:4]1)[CH3:21])=[O:20])([CH3:19])([CH3:18])[CH3:17] |f:3.4,5.6|. Reported procedure: In a flame dried round-bottomed flask equipped with a magnetic stir bar and under inert atmosphere (N2), to a solution of pyrrolidine (79 mg, 1.11 mmol) in dry CH3CN (6 mL) was added tert-butyl (4-oxopentyl)carbamate (291 mg, 1.44 mmol) followed by Na(OAc)3BH (680 mg, 2.88 mmol) at rt. The reaction mixture was stirred at rt until completion of the reaction. Sat. aq. NaHCO3 was then added and the mixture extracted with EA (3×). The combined org. extracts were dried over MgSO4, filtered and concen... Reactants: OC1=C(C(C(C2=CC=CC(=C12)C(F)(F)F)(C)C)=O)C(=O)NCC(=O)OC(C)(C)C (1,1-Dimethylethyl N-((4-hydroxy-1,1-dimethyl-2-oxo-5-(trifluoromethyl)-naphthalen-3-yl)carbonyl)glycinate). Run in C(=O)(C(F)(F)F)O (TFA). The product is OC1=C(C(C(C2=CC=CC(=C12)C(F)(F)F)(C)C)=O)C(=O)NCC(=O)O (N-((4-Hydroxy-1,1-dimethyl-2-oxo-5-(trifluoromethyl)-naphthalen-3-yl)carbonyl)glycine). Yield: 6.1%. RXN SMILES: [OH:1][C:2]1[C:11]2[C:6](=[CH:7][CH:8]=[CH:9][C:10]=2[C:12]([F:15])([F:14])[F:13])[C:5]([CH3:17])([CH3:16])[C:4](=[O:18])[C:3]=1[C:19]([NH:21][CH2:22][C:23]([O:25]C(C)(C)C)=[O:24])=[O:20]>C(O)(C(F)(F)F)=O>[OH:1][C:2]1[C:11]2[C:6](=[CH:7][CH:8]=[CH:9][C:10]=2[C:12]([F:14])([F:15])[F:13])[C:5]([CH3:17])([CH3:16])[C:4](=[O:18])[C:3]=1[C:19]([NH:21][CH2:22][C:23]([OH:25])=[O:24])=[O:20]. Reported procedure: 1,1-Dimethylethyl N-((4-hydroxy-1,1-dimethyl-2-oxo-5-(trifluoromethyl)-naphthalen-3-yl)carbonyl)glycinate (30 mg, 73 μmol) was stirred in TFA (5 mL) for 15 minutes. The TFA was then removed under vacuum. The residue was purified by preparatory scale TLC (5% MeOH/DCM eluent) to give the desired product as a light yellow oil (1.6 mg). MS (m/z)=358.4 (M+H)+. Calculated for C16H14F3NO5 357.08. Reactants: C(C)(C)(C)OC(=O)N[C@H]1CN(CCC1)C1=CC=C(C(=N1)NC1=CC=C(C=C1)N1CCN(CC1)C(=O)OCC1=CC=CC=C1)C(N)=O ((R)-benzyl 4-(4-(6-(3-(tert-butoxycarbonylamino)piperidin-1-yl)-3-carbamoylpyridin-2-ylamino)phenyl)piperazine-1-carboxylate), C(=O)(C(F)(F)F)O (TFA). The solvent is C(Cl)Cl (CH2Cl2). Reaction conditions: time 5 hour. The product is N[C@H]1CN(CCC1)C1=CC=C(C(=N1)NC1=CC=C(C=C1)N1CCN(CC1)C(=O)OCC1=CC=CC=C1)C(N)=O ((R)-benzyl 4-(4-(6-(3-aminopiperidin-1-yl)-3-carbamoylpyridin-2-ylamino) phenyl)piperazine-1-carboxylate). As a reaction SMILES: C(OC([NH:8][C@@H:9]1[CH2:14][CH2:13][CH2:12][N:11]([C:15]2[N:20]=[C:19]([NH:21][C:22]3[CH:27]=[CH:26][C:25]([N:28]4[CH2:33][CH2:32][N:31]([C:34]([O:36][CH2:37][C:38]5[CH:43]=[CH:42][CH:41]=[CH:40][CH:39]=5)=[O:35])[CH2:30][CH2:29]4)=[CH:24][CH:23]=3)[C:18]([C:44](=[O:46])[NH2:45])=[CH:17][CH:16]=2)[CH2:10]1)=O)(C)(C)C.C(O)(C(F)(F)F)=O>C(Cl)Cl>[NH2:8][C@@H:9]1[CH2:14][CH2:13][CH2:12][N:11]([C:15]2[N:20]=[C:19]([NH:21][C:22]3[CH:23]=[CH:24][C:25]([N:28]4[CH2:33][CH2:32][N:31]([C:34]([O:36][CH2:37][C:38]5[CH:43]=[CH:42][CH:41]=[CH:40][CH:39]=5)=[O:35])[CH2:30][CH2:29]4)=[CH:26][CH:27]=3)[C:18]([C:44](=[O:46])[NH2:45])=[CH:17][CH:16]=2)[CH2:10]1. Reported procedure: A solution of ((R)-benzyl 4-(4-(6-(3-(tert-butoxycarbonylamino)piperidin-1-yl)-3-carbamoylpyridin-2-ylamino)phenyl)piperazine-1-carboxylate) (4.71 g, 7.5 mmol) in CH2Cl2 (5 ml) was treated with 5 mL of TFA and stirred at rt for 5 h. The reaction mixture was concentrated and the residue was partitioned between 1N NaOH and CH2Cl2. The aqueous phase was extracted with CH2Cl2 and the combined organic layers were concentrated. The brown residue was purified by MPLC (ISCO, 8% NH4OH/MeOH/CH2Cl2, 120 g ... The reactants are COC(CBr)(OC)c1ccc(Cl)cc1Cl, CN(C)C=O, [H-], [Na+], c1nc[nH]n1. Product: COC(Cn1cncn1)(OC)c1ccc(Cl)cc1Cl. RXN SMILES: [Br:8][CH2:9][C:10]([O:11][CH3:12])([O:13][CH3:14])[c:15]1[c:16]([Cl:22])[cH:17][c:18]([Cl:21])[cH:19][cH:20]1.[CH3:23][N:24]([CH3:25])[CH:26]=[O:27].[H-:6].[Na+:7].[nH:1]1[n:2][cH:3][n:4][cH:5]1>>[n:1]1([CH2:9][C:10]([O:11][CH3:12])([O:13][CH3:14])[c:15]2[c:16]([Cl:22])[cH:17][c:18]([Cl:21])[cH:19][cH:20]2)[n:2][cH:3][n:4][cH:5]1. Starting materials: [Na] (sodium), Cl.ClCC1=CN=CN1C(C)C1=CC=CC=C1 (5-(chloromethyl)-1-(1-phenylethyl)-1H-imidazole monohydrochloride), CO (methanol). Run at time 1 hour. Product: Cl.COCC1=CN=CN1C(C)C1=CC=CC=C1 (5-(methoxymethyl)-1-(1-phenylethyl)-1H-imidazole monohydrochloride). RXN SMILES: [Na].Cl.[Cl:3][CH2:4][C:5]1[N:9]([CH:10]([C:12]2[CH:17]=[CH:16][CH:15]=[CH:14][CH:13]=2)[CH3:11])[CH:8]=[N:7][CH:6]=1.[CH3:18][OH:19]>>[ClH:3].[CH3:18][O:19][CH2:4][C:5]1[N:9]([CH:10]([C:12]2[CH:17]=[CH:16][CH:15]=[CH:14][CH:13]=2)[CH3:11])[CH:8]=[N:7][CH:6]=1 |f:1.2,4.5,^1:0|. Reported procedure: To a stirred solution of 1.38 parts of sodium in 40 parts of methanol were added 3.84 parts of 5-(chloromethyl)-1-(1-phenylethyl)-1H-imidazole monohydrochloride. Stirring was continued for one hour at reflux. The reaction mixture was evaporated. Water was added to the residue and the product was extracted with 2,2'-oxybispropane. The extract was dried, filtered and evaporated. The residue was purified by column chromatography over silica gel using a mixture of trichloromethane and methanol (98.5... The reactants are [Li]CCCC (n-BuLi), FC1=CC=C(C=C1)[C@H]1NC=CC(C1)=O ((S)-2-(4-Fluoro-phenyl)-2,3-dihydro-1H-pyridin-4-one), BrC=1C=C2C(=NN(C2=CC1N=C=O)S(=O)(=O)C1=CC=C(C=C1)C)C (5-Bromo-6-isocyanato-3-methyl-1-(toluene-4-sulfonyl)-1H-indazole). Solvent: C1CCOC1 (THF). Reaction conditions: time 30 minute. Product: BrC=1C=C2C(=NN(C2=CC1NC(=O)N1[C@@H](CC(C=C1)=O)C1=CC=C(C=C1)F)S(=O)(=O)C1=CC=C(C=C1)C)C ((S)-2-(4-fluoro-phenyl)-4-oxo-3,4-dihydro-2H-pyridine-1-carboxylic acid [5-bromo-3-methyl-1-(toluene-4-sulfonyl)-1H-indazol-6-yl]-amide). Yield: 78.1%. RXN SMILES: [F:1][C:2]1[CH:7]=[CH:6][C:5]([C@@H:8]2[CH2:13][C:12](=[O:14])[CH:11]=[CH:10][NH:9]2)=[CH:4][CH:3]=1.[Li]CCCC.[Br:20][C:21]1[CH:22]=[C:23]2[C:27](=[CH:28][C:29]=1[N:30]=[C:31]=[O:32])[N:26]([S:33]([C:36]1[CH:41]=[CH:40][C:39]([CH3:42])=[CH:38][CH:37]=1)(=[O:35])=[O:34])[N:25]=[C:24]2[CH3:43]>C1COCC1>[Br:20][C:21]1[CH:22]=[C:23]2[C:27](=[CH:28][C:29]=1[NH:30][C:31]([N:9]1[CH:10]=[CH:11][C:12](=[O:14])[CH2:13][C@H:8]1[C:5]1[CH:6]=[CH:7][C:2]([F:1])=[CH:3][CH:4]=1)=[O:32])[N:26]([S:33]([C:36]1[CH:41]=[CH:40][C:39]([CH3:42])=[CH:38][CH:37]=1)(=[O:35])=[O:34])[N:25]=[C:24]2[CH3:43]. Procedure: (S)-2-(4-Fluoro-phenyl)-2,3-dihydro-1H-pyridin-4-one (58 mg, 0.30 mmol) was dissolved in 10 ml of THF and cooled to −40° C. n-BuLi (1.1 eq, 0.16 ml of a 2.5M soln) was added dropwise, forming a purple suspension. This mixture was allowed to stir for 30 minutes until the purple color changed to white. 5-Bromo-6-isocyanato-3-methyl-1-(toluene-4-sulfonyl)-1H-indazole (1 eq, 146 mg) was added and the mixture was allowed to stir for 1 hour at −40° C., then warmed to warm to room temperature and stirr...